This data is from the Open Reaction Database (ORD), a public repository of structured organic reaction records. The task is: describe an organic reaction: reactants, conditions, products, and yield Reactants: O=C([O-])[O-], CN(C)C=O, O=[N+]([O-])c1ccc(Cl)nc1, [K+], [K+], O, Oc1ccc2c(c1)OCC(c1ccccc1)O2. The product is O=[N+]([O-])c1ccc(Oc2ccc3c(c2)OCC(c2ccccc2)O3)nc1. As a reaction SMILES: [C:28](=[O:29])([O-:30])[O-:31].[CH3:35][N:36]([CH3:37])[CH:38]=[O:39].[Cl:18][c:19]1[n:20][cH:21][c:22]([N+:25](=[O:26])[O-:27])[cH:23][cH:24]1.[K+:32].[K+:33].[OH2:34].[c:1]1([CH:7]2[CH2:8][O:9][c:10]3[c:11]([cH:13][cH:14][c:15]([OH:17])[cH:16]3)[O:12]2)[cH:2][cH:3][cH:4][cH:5][cH:6]1>>[c:1]1([CH:7]2[CH2:8][O:9][c:10]3[c:11]([cH:13][cH:14][c:15]([O:17][c:19]4[n:20][cH:21][c:22]([N+:25](=[O:26])[O-:27])[cH:23][cH:24]4)[cH:16]3)[O:12]2)[cH:2][cH:3][cH:4][cH:5][cH:6]1.